From a dataset of the Open Reaction Database (ORD), a public repository of structured organic reaction records. describe an organic reaction: reactants, conditions, products, and yield The reactants are N(=[N+]=[N-])[C@H]1[C@@H](O[C@@H]([C@H]1O)CO)N1C(=O)NC(=O)C=C1 (2'-azido-2'-deoxyuridine), C(C1=CC=CC=C1)=O (benzaldehyde). The solvent is O.NN (hydrazine hydrate), O (water). Reaction conditions: temperature 110 celsius. Product: N(=[N+]=[N-])[C@@H](C=O)[C@H](O)[C@H](O)CO (2-azido-2-deoxyribose). Yield: 64.0%. Reaction SMILES: [N:1]([C@@H:4]1[C@H:8]([OH:9])[C@@H:7]([CH2:10][OH:11])[O:6][C@H:5]1N1C=CC(=O)NC1=O)=[N+:2]=[N-:3].C(=[O:27])C1C=CC=CC=1>O.NN.O>[N:1]([C@H:4]([C@@H:8]([C@@H:7]([CH2:10][OH:11])[OH:6])[OH:9])[CH:5]=[O:27])=[N+:2]=[N-:3] |f:2.3|. Reported procedure: 2.54 g of 2'-azido-2'-deoxyuridine was dissolved in 250 ml of a 15% hydrazine hydrate solution and heated in an oil bath while stirring for a period of one hour to 65° C. Upon expiration of this time, the thin-layer chromatogram of the solvent System A indicated the total disappearance of the starting material. The solution was evaporated in a vacuum and yielded an orange-colored resin which was dissolved in 100 ml of water. 10 ml of benzaldehyde was added and the mixture heated during constant ... Reactants: BrCC(OCC)OCC (2-bromo-1,1-diethoxyethane), C1(=CC=CC=C1)[C@@H](C)N ((R)-(+)-1-phenylethylamine). The product is C(C)OC(CN[C@H](C)C1=CC=CC=C1)OCC ((R)-2,2-diethoxy-N-(1-phenylethyl)ethanamine). The yield is 71.8%. Reported procedure: According to the procedure described in the synthesis method of Compound IX-1, 2-bromo-1,1-diethoxyethane (41.3 ml, 270 mmol) was reacted with (R)-(+)-1-phenylethylamine (66.6 g, 550 mmol) and the obtained residue was purified by silica gel column chromatography (eluent: n-hexane:ethyl acetate=5:1 and 1:1) to obtain the title compound (46.0 g, 70%). RXN SMILES: Br[CH2:2][CH:3]([O:7][CH2:8][CH3:9])[O:4][CH2:5][CH3:6].[C:10]1([C@H:16]([NH2:18])[CH3:17])[CH:15]=[CH:14][CH:13]=[CH:12][CH:11]=1>>[CH2:5]([O:4][CH:3]([O:7][CH2:8][CH3:9])[CH2:2][NH:18][C@@H:16]([C:10]1[CH:15]=[CH:14][CH:13]=[CH:12][CH:11]=1)[CH3:17])[CH3:6]. The reactants are N(NC1=CC=CC=C1)C1=CC=CC=C1 (hydrazobenzene), [H][H] (hydrogen). The reagents and catalysts are [Pd] (palladium black). The product is NC1=CC=CC=C1 (aniline), N(=NC1=CC=CC=C1)C1=CC=CC=C1 (azobenzene). RXN SMILES: [NH:1]([C:9]1[CH:14]=[CH:13][CH:12]=[CH:11][CH:10]=1)[NH:2][C:3]1[CH:8]=[CH:7][CH:6]=[CH:5][CH:4]=1.[H][H]>[Pd]>[NH2:1][C:9]1[CH:14]=[CH:13][CH:12]=[CH:11][CH:10]=1.[N:1]([C:9]1[CH:10]=[CH:11][CH:12]=[CH:13][CH:14]=1)=[N:2][C:3]1[CH:8]=[CH:7][CH:6]=[CH:5][CH:4]=1. Procedure details: It has now been found that the abovementioned disadvantages are avoided when the aryldiazosulfonates are catalytically hydrogenated. There is apparently a prejudice against this means of reduction, since even though a large number of reducing agents have been proposed for this purpose (Houben-Weyl, loc. cit. 180 to 223), catalytic hydrogenation has not been considered, presumably because reducing agents which can convert a nitro group into the amino group cleave aromatic hydrazo compounds to giv... Reactants: NC1=C(C=CC=C1N)C (2,3-diamino toluene), C(C)(C)(C)C1=C(OC2=NC=CC=C2N=C=S)C=CC=C1 (2-(2-tert-Butyl-phenoxy)-3-isothiocyanato-pyridine), ClCCCl (DCE). Reaction conditions: time 18 hour. Yields the product C(C)(C)(C)C1=C(OC2=NC=CC=C2NC2=NC3=C(N2)C=C(C=C3)C)C=CC=C1 ([2-(2-tert-Butyl-phenoxy)-pyridin-3-yl]-(6-methyl-1H-benzoimidazol-2-yl)-amine). Reaction SMILES: [NH2:1][C:2]1[C:7]([NH2:8])=[CH:6]C=[CH:4][C:3]=1C.[C:10]([C:14]1[CH:29]=[CH:28][CH:27]=[CH:26][C:15]=1[O:16][C:17]1[C:22]([N:23]=[C:24]=S)=[CH:21][CH:20]=[CH:19][N:18]=1)([CH3:13])([CH3:12])[CH3:11].Cl[CH2:31][CH2:32]Cl>>[C:10]([C:14]1[CH:29]=[CH:28][CH:27]=[CH:26][C:15]=1[O:16][C:17]1[C:22]([NH:23][C:24]2[NH:8][C:7]3[CH:6]=[C:31]([CH3:32])[CH:4]=[CH:3][C:2]=3[N:1]=2)=[CH:21][CH:20]=[CH:19][N:18]=1)([CH3:13])([CH3:12])[CH3:11]. Procedure: To a solution of 2,3-diamino toluene (45 mg, 0.368 mmol) in DCE (2 mL) was slowly added 1c (50 mg, 0.176 mmol). The reaction was stirred 18 h at rt and concentrated. The crude mixture containing 1d and 1d′ was used in the next step without further purification. [M+H]+=407.4. The reactants are CC(C)(C)OC(=O)N1CCC(N)C1, CC(C)O, Fc1ccc(I)cc1Cl, [Cu]I, [K+], [K+], [K+], OCCO, O=P([O-])([O-])[O-]. As a reaction SMILES: [C:1]([CH3:2])([CH3:3])([CH3:4])[O:5][C:6](=[O:7])[N:8]1[CH2:9][CH:10]([NH2:13])[CH2:11][CH2:12]1.[CH:37]([OH:38])([CH3:39])[CH3:40].[Cl:14][c:15]1[c:16]([F:22])[cH:17][cH:18][c:19]([I:21])[cH:20]1.[Cu:35][I:36].[K+:32].[K+:33].[K+:34].[OH:23][CH2:24][CH2:25][OH:26].[P:27]([O-:28])([O-:29])([O-:30])=[O:31]>>[C:1]([CH3:2])([CH3:3])([CH3:4])[O:5][C:6](=[O:7])[N:8]1[CH2:9][CH:10]([NH:13][c:19]2[cH:18][cH:17][c:16]([F:22])[c:15]([Cl:14])[cH:20]2)[CH2:11][CH2:12]1. The product is CC(C)(C)OC(=O)N1CCC(Nc2ccc(F)c(Cl)c2)C1. The reactants are N1=C(C=CC=C1)N1CCNCC1 (1-(2-pyridinyl)piperazine), ClCCC1CN(C(O1)=O)C (5-(2-chloroethyl)-3-methyl-2-oxazolidinone), C([O-])([O-])=O.[Na+].[Na+] (sodium carbonate), [I-].[K+] (potassium iodide). Run in C(CCC)O (1-butanol), CC(C)O (2-propanol). Yields the product CN1C(OC(C1)CCN1CCN(CC1)C1=NC=CC=C1)=O (3-Methyl-5-[2-[4-(2-pyridinyl)-1-piperazinyl]ethyl]-2-oxazolidinone). Yield: 75.8%. Reaction SMILES: [N:1]1[CH:6]=[CH:5][CH:4]=[CH:3][C:2]=1[N:7]1[CH2:12][CH2:11][NH:10][CH2:9][CH2:8]1.Cl[CH2:14][CH2:15][CH:16]1[O:20][C:19](=[O:21])[N:18]([CH3:22])[CH2:17]1.C(=O)([O-])[O-].[Na+].[Na+].[I-].[K+]>C(O)CCC.CC(O)C>[CH3:22][N:18]1[CH2:17][CH:16]([CH2:15][CH2:14][N:10]2[CH2:9][CH2:8][N:7]([C:2]3[CH:3]=[CH:4][CH:5]=[CH:6][N:1]=3)[CH2:12][CH2:11]2)[O:20][C:19]1=[O:21] |f:2.3.4,5.6|. Reported procedure: This compound was prepared according to the procedure of Example 2. A mixture of 4.1 g (0.025 mol) of 1-(2-pyridinyl)piperazine, 4.1 g (0.025 mol) of 5-(2-chloroethyl)-3-methyl-2-oxazolidinone, 8.0 g (0.075 mol) of anhydrous sodium carbonate and 0.4 g of potassium iodide in 150 mL of 1-butanol gave 5.5 g (75%) of white solid, mp 107.5°-109° C. (2-propanol). Starting materials: C1COCCN1, ClCCl, Cc1c(CN2CCN(c3nccnc3-c3ccc(CN)cc3)CC2)cnn1C, COCC(=O)Cl. Product: COCC(=O)NCc1ccc(-c2nccnc2N2CCN(Cc3cnn(C)c3C)CC2)cc1. As a reaction SMILES: [CH2:35]1[NH:36][CH2:37][CH2:38][O:39][CH2:40]1.[CH2:41]([Cl:42])[Cl:43].[CH3:1][n:2]1[n:3][cH:4][c:5]([CH2:8][N:9]2[CH2:10][CH2:11][N:12]([c:15]3[n:16][cH:17][cH:18][n:19][c:20]3-[c:21]3[cH:22][cH:23][c:24]([CH2:25][NH2:26])[cH:27][cH:28]3)[CH2:13][CH2:14]2)[c:6]1[CH3:7].[CH3:29][O:30][CH2:31][C:32](=[O:33])[Cl:34]>>[CH3:1][n:2]1[n:3][cH:4][c:5]([CH2:8][N:9]2[CH2:10][CH2:11][N:12]([c:15]3[n:16][cH:17][cH:18][n:19][c:20]3-[c:21]3[cH:22][cH:23][c:24]([CH2:25][NH:26][C:32]([CH2:31][O:30][CH3:29])=[O:33])[cH:27][cH:28]3)[CH2:13][CH2:14]2)[c:6]1[CH3:7]. Starting materials: ( 2 ), P(=O)([O-])([O-])[O-].[K+].[K+].[K+] (potassium phosphate), C([C@@H]([C@@H]1[C@@H]([C@@H](C(=O)O1)O)O)O)O (L-gulono-gamma-lactone). Yields the product O=C1C(O)=C(O)[C@H](O1)[C@@H](O)CO (L-ascorbic acid). RXN SMILES: P([O-])([O-])([O-])=O.[K+].[K+].[K+].[CH2:9]([OH:20])[C@H:10]([OH:19])[C@H:11]1[O:16][C:14](=[O:15])[C@@H:13]([OH:17])[C@H:12]1[OH:18]>>[O:15]=[C:14]1[O:16][C@H:11]([C@H:10]([CH2:9][OH:20])[OH:19])[C:12]([OH:18])=[C:13]1[OH:17] |f:0.1.2.3|. Procedure details: The reaction mixture containing 1.0 ml of cell free extract (protein content: 10.3 mg/ml) of Gluconobacter oxydans DSM 4025as prepared in the same manner as described in Example 1-(1) and (2), 1 ml of 0.5M potassium phosphate buffer (pH 7.0) and 0.5 ml of 17.8% L-gulono-gamma-lactone was incubated at 30° C. for 17.5 hours. As a result, 2.19 g/l of L-ascorbic acid was produced. Reactants: NC1=C(C=NN1C=1C=C(C(=O)NC2CC2)C=CC1C)C(C1=CC(=CC=C1)OCCBr)=O (3-{5-amino-4-[3-(2-bromoethoxy)-benzoyl]-pyrazol-1-yl}-N-cyclopropyl-4-methyl-benzamide), CN1CCNCC1 (1-methylpiperazine). Solvent: CCO (EtOH). Conditions: temperature 80 celsius, time 8 hour. Product: NC1=C(C=NN1C=1C=C(C(=O)NC2CC2)C=CC1C)C(C1=CC(=CC=C1)OCCN1CCN(CC1)C)=O (3-(5-Amino-4-{3-[2-(4-methyl-piperazin-1-yl)-ethoxy]-benzoyl}-pyrazol-1-yl)-N-cyclopropyl-4-methylbenzamide), oil. The yield is 72.0%. As a reaction SMILES: [NH2:1][C:2]1[N:6]([C:7]2[CH:8]=[C:9]([CH:16]=[CH:17][C:18]=2[CH3:19])[C:10]([NH:12][CH:13]2[CH2:15][CH2:14]2)=[O:11])[N:5]=[CH:4][C:3]=1[C:20](=[O:31])[C:21]1[CH:26]=[CH:25][CH:24]=[C:23]([O:27][CH2:28][CH2:29]Br)[CH:22]=1.[CH3:32][N:33]1[CH2:38][CH2:37][NH:36][CH2:35][CH2:34]1>CCO>[NH2:1][C:2]1[N:6]([C:7]2[CH:8]=[C:9]([CH:16]=[CH:17][C:18]=2[CH3:19])[C:10]([NH:12][CH:13]2[CH2:15][CH2:14]2)=[O:11])[N:5]=[CH:4][C:3]=1[C:20](=[O:31])[C:21]1[CH:26]=[CH:25][CH:24]=[C:23]([O:27][CH2:28][CH2:29][N:36]2[CH2:37][CH2:38][N:33]([CH3:32])[CH2:34][CH2:35]2)[CH:22]=1. Reported procedure: To the suspension of 3-{5-amino-4-[3-(2-bromoethoxy)-benzoyl]-pyrazol-1-yl}-N-cyclopropyl-4-methyl-benzamide (24 mg, 0.05 mmol) in EtOH (1 ml) was added 1-methylpiperazine (100 mg, 1 mmol) and the mixture was stirred at 80° C. overnight. The solvent was removed, residue was dissolved in EtOAc, washed by water, dried over Na2SO4. Solvent was removed, desired product was obtained as a colorless oil (18 mg, 72%). HPLC (4 minute gradient) tR 1.33 min; MS m/z 503.29 [M+H]+. Reactants: CO, COC(=O)c1cc(C(=O)O)cc([N+](=O)[O-])c1, [OH-], [OH-], [Pd+2]. Yields the product COC(=O)c1cc(N)cc(C(=O)O)c1. As a reaction SMILES: [CH3:17][OH:18].[CH3:1][O:2][C:3](=[O:4])[c:5]1[cH:6][c:7]([C:8](=[O:9])[OH:10])[cH:11][c:12]([N+:14]([O-:15])=[O:16])[cH:13]1.[OH-:19].[OH-:20].[Pd+2:21]>>[CH3:1][O:2][C:3](=[O:4])[c:5]1[cH:6][c:7]([C:8](=[O:9])[OH:10])[cH:11][c:12]([NH2:14])[cH:13]1.